From a dataset of the Open Reaction Database (ORD), a public repository of structured organic reaction records. describe an organic reaction: reactants, conditions, products, and yield Starting materials: O=C([O-])[O-], Cc1ccccc1, CN(C)C=O, O=C1CCCc2sc(CCCl)cc2N1, Cl, Fc1ccc2c(C3CCNCC3)coc2c1, [I-], [K+], [K+], [K+], O. As a reaction SMILES: [C:32](=[O:33])([O-:34])[O-:35].[CH3:41][c:42]1[cH:43][cH:44][cH:45][cH:46][cH:47]1.[CH3:48][N:49]([CH3:50])[CH:51]=[O:52].[Cl:1][CH2:2][CH2:3][c:4]1[cH:5][c:6]2[c:12]([s:13]1)[CH2:11][CH2:10][CH2:9][C:8](=[O:14])[NH:7]2.[ClH:15].[F:16][c:17]1[cH:18][cH:19][c:20]2[c:21]([o:22][cH:23][c:24]2[CH:25]2[CH2:26][CH2:27][NH:28][CH2:29][CH2:30]2)[cH:31]1.[I-:39].[K+:36].[K+:37].[K+:38].[OH2:40]>>[CH2:2]([CH2:3][c:4]1[cH:5][c:6]2[c:12]([s:13]1)[CH2:11][CH2:10][CH2:9][C:8](=[O:14])[NH:7]2)[N:28]1[CH2:27][CH2:26][CH:25]([c:24]2[c:20]3[cH:19][cH:18][c:17]([F:16])[cH:31][c:21]3[o:22][cH:23]2)[CH2:30][CH2:29]1. The product is O=C1CCCc2sc(CCN3CCC(c4coc5cc(F)ccc45)CC3)cc2N1. Starting materials: CN(C)C1(c2ccccc2)CCC(=O)CC1, CCO, Cl, NO. The product is CN(C)C1(c2ccccc2)CCC(=NO)CC1. RXN SMILES: [CH3:1][N:2]([C:3]1([c:10]2[cH:11][cH:12][cH:13][cH:14][cH:15]2)[CH2:4][CH2:5][C:6](=[O:9])[CH2:7][CH2:8]1)[CH3:16].[CH3:20][CH2:21][OH:22].[ClH:17].[NH2:18][OH:19]>>[CH3:1][N:2]([C:3]1([c:10]2[cH:11][cH:12][cH:13][cH:14][cH:15]2)[CH2:4][CH2:5][C:6](=[N:18][OH:19])[CH2:7][CH2:8]1)[CH3:16].